Task: describe an organic reaction: reactants, conditions, products, and yield. Dataset: the Open Reaction Database (ORD), a public repository of structured organic reaction records Starting materials: CC(=O)O[BH-](OC(C)=O)OC(C)=O, CC(=O)O, COC(OC)OC, O=Cc1cc2nc(Cl)nc(N3CCOCC3)c2s1, C1CN(C2CNC2)CCO1, [Na+]. Product: Clc1nc(N2CCOCC2)c2sc(CN3CC(N4CCOCC4)C3)cc2n1. RXN SMILES: [C:40]([O:41][BH-:42]([O:43][C:44](=[O:45])[CH3:46])[O:47][C:48](=[O:49])[CH3:50])(=[O:51])[CH3:52].[CH3:36][C:37](=[O:38])[OH:39].[CH:29]([O:30][CH3:31])([O:32][CH3:33])[O:34][CH3:35].[Cl:1][c:2]1[n:3][c:4]([N:13]2[CH2:14][CH2:15][O:16][CH2:17][CH2:18]2)[c:5]2[c:6]([n:7]1)[cH:8][c:9]([CH:11]=[O:12])[s:10]2.[NH:19]1[CH2:20][CH:21]([N:23]2[CH2:24][CH2:25][O:26][CH2:27][CH2:28]2)[CH2:22]1.[Na+:53]>>[Cl:1][c:2]1[n:3][c:4]([N:13]2[CH2:14][CH2:15][O:16][CH2:17][CH2:18]2)[c:5]2[c:6]([n:7]1)[cH:8][c:9]([CH2:11][N:19]1[CH2:20][CH:21]([N:23]3[CH2:24][CH2:25][O:26][CH2:27][CH2:28]3)[CH2:22]1)[s:10]2. Solvent: ClCCl (dichloromethane). Conditions: temperature 0 celsius, time 2 hour. Reactants: O[C@@H]1C[C@H]([C@@H](CC1)C(=O)OC)OC (methyl (1R,2R,4S)-4-hydroxy-2-methoxycyclohexanecarboxylate), CS(=O)(=O)Cl (methanesulfonyl chloride). Product: CO[C@H]1[C@@H](CC[C@@H](C1)OS(=O)(=O)C)C(=O)OC (Methyl (1R,2R,4S)-2-methoxy-4-[(methylsulfonyl)oxy]cyclohexanecarboxylate). Yield: 99.9%. Procedure details: A solution of methyl (1R,2R,4S)-4-hydroxy-2-methoxycyclohexanecarboxylate (racemic) (1.50 g, 7.97 mmol) in dichloromethane (40 mL) was treated with methanesulfonyl chloride (1.23 mL, 15.9 mmol) dropwise at 0° C. The mixture was stirred at 0° C. for 2 h and partitioned between ethyl acetate and water. The organic phase was concentrated and purified on silica gel (eluting with 50% ethyl acetate in hexanes) to give the desired product (2.12 g, 91%). 1H NMR (400 MHz, CDCl3) δ 4.62 (1H, m), 3.71 (3H,... Reaction SMILES: [OH:1][C@H:2]1[CH2:7][CH2:6][C@@H:5]([C:8]([O:10][CH3:11])=[O:9])[C@H:4]([O:12][CH3:13])[CH2:3]1.[CH3:14][S:15](Cl)(=[O:17])=[O:16]>ClCCl>[CH3:13][O:12][C@@H:4]1[CH2:3][C@@H:2]([O:1][S:15]([CH3:14])(=[O:17])=[O:16])[CH2:7][CH2:6][C@H:5]1[C:8]([O:10][CH3:11])=[O:9].